From a dataset of the Open Reaction Database (ORD), a public repository of structured organic reaction records. describe an organic reaction: reactants, conditions, products, and yield Starting materials: Cl, [I-], O=N[O-], Nc1cc(Cl)ccc1O, [Na+], [Na+], O. Product: Oc1ccc(Cl)cc1I. RXN SMILES: [ClH:16].[I-:15].[N:10]([O-:11])=[O:12].[NH2:1][c:2]1[c:3]([OH:9])[cH:4][cH:5][c:6]([Cl:8])[cH:7]1.[Na+:13].[Na+:14].[OH2:17]>>[c:2]1([I:15])[c:3]([OH:9])[cH:4][cH:5][c:6]([Cl:8])[cH:7]1. Reported procedure: Using the procedure of Step B of Example 4, 15 g of the product of Step A and 8.8 g of propionic acid hydrazide in 200 ml of toluene and 14 ml of triethylamine were reacted to obtain 9.5 g of 3-ethyl-4-(4-methoxyphenyl)-5-(3-nitrophenyl)-4H-1,2,4-triazole melting at 126° C. Yields the product C(C)C1=NN=C(N1C1=CC=C(C=C1)OC)C1=CC(=CC=C1)[N+](=O)[O-] (3-ethyl-4-(4-methoxyphenyl)-5-(3-nitrophenyl)-4H-1,2,4-triazole). Yield: 56.8%. Reactants: COC1=CC=C(C=C1)N=C(C1=CC(=CC=C1)[N+](=O)[O-])Cl (N-(4-methoxyphenyl)-3-nitrobenzene-carboximidoyl chloride), C(CC)(=O)NN (propionic acid hydrazide). RXN SMILES: [CH3:1][O:2][C:3]1[CH:8]=[CH:7][C:6]([N:9]=[C:10](Cl)[C:11]2[CH:16]=[CH:15][CH:14]=[C:13]([N+:17]([O-:19])=[O:18])[CH:12]=2)=[CH:5][CH:4]=1.[C:21]([NH:25][NH2:26])(=O)[CH2:22][CH3:23]>C1(C)C=CC=CC=1.C(N(CC)CC)C>[CH2:22]([C:21]1[N:9]([C:6]2[CH:7]=[CH:8][C:3]([O:2][CH3:1])=[CH:4][CH:5]=2)[C:10]([C:11]2[CH:16]=[CH:15][CH:14]=[C:13]([N+:17]([O-:19])=[O:18])[CH:12]=2)=[N:26][N:25]=1)[CH3:23]. Run in C(C)N(CC)CC (triethylamine), C1(=CC=CC=C1)C (toluene). Starting materials: O=C([O-])[O-], CC(=O)Nc1ncc(Cl)s1, CN(C)C=O, [K+], [K+], Cn1nnnc1S. The product is CC(=O)Nc1ncc(Sc2nnnn2C)s1. RXN SMILES: [C:18](=[O:19])([O-:20])[O-:21].[C:1]([CH3:2])(=[O:3])[NH:4][c:5]1[s:6][c:7]([Cl:10])[cH:8][n:9]1.[CH3:24][N:25]([CH3:26])[CH:27]=[O:28].[K+:22].[K+:23].[SH:11][c:12]1[n:13][n:14][n:15][n:16]1[CH3:17]>>[C:1]([CH3:2])(=[O:3])[NH:4][c:5]1[s:6][c:7]([S:11][c:12]2[n:13][n:14][n:15][n:16]2[CH3:17])[cH:8][n:9]1. Solvent: O1CCCC1 (tetrahydrofuran). The product is C1C(CC2=CC=CC=C12)OC=1C=C(C=CC1OC)C=1OC=C(N1)CNC(C1=NC=CC=C1C)=O (N-{2-[3-(indan-2-yloxy)-4-methoxyphenyl]oxazol-4-ylmethyl}-3-methylpicolinamide). Procedure details: A 170 mg quantity of the N-[2-(3-hydroxy-4-methoxy phenyl)oxazol-4-ylmethyl]-3-methylpicolinamide obtained in Example 17 was dissolved in 10 ml of tetrahydrofuran. To the obtained solution were added 134 mg of 2-hydroxyindane, 0.5 ml of diisopropyl azodicarboxylate (40% toluene solution) and 202 mg of tri(n-butyl)phosphine, and the mixture was stirred at room temperature overnight, and at 50° C. for 2.5 hours. To the reaction mixture were added 100 mg of 2-hydroxyindane, 0.5 ml of diisopropyl az... Starting materials: OC1CC2=CC=CC=C2C1 (2-hydroxyindane), N(=NC(=O)OC(C)C)C(=O)OC(C)C (diisopropyl azodicarboxylate), C(CCC)P(CCCC)CCCC (tri(n-butyl)phosphine), OC1CC2=CC=CC=C2C1 (2-hydroxyindane), N(=NC(=O)OC(C)C)C(=O)OC(C)C (diisopropyl azodicarboxylate), C(CCC)P(CCCC)CCCC (tri(n-butyl)phosphine), OC=1C=C(C=CC1OC)C=1OC=C(N1)CNC(C1=NC=CC=C1C)=O (N-[2-(3-hydroxy-4-methoxyphenyl)oxazol-4-ylmethyl]-3-methylpicolinamide). Run at time 8 hour. Reaction SMILES: [OH:1][C:2]1[CH:3]=[C:4]([C:10]2[O:11][CH:12]=[C:13]([CH2:15][NH:16][C:17](=[O:25])[C:18]3[C:23]([CH3:24])=[CH:22][CH:21]=[CH:20][N:19]=3)[N:14]=2)[CH:5]=[CH:6][C:7]=1[O:8][CH3:9].O[CH:27]1[CH2:35][C:34]2[C:29](=[CH:30][CH:31]=[CH:32][CH:33]=2)[CH2:28]1.N(C(OC(C)C)=O)=NC(OC(C)C)=O.C(P(CCCC)CCCC)CCC>O1CCCC1>[CH2:35]1[C:34]2[C:29](=[CH:30][CH:31]=[CH:32][CH:33]=2)[CH2:28][CH:27]1[O:1][C:2]1[CH:3]=[C:4]([C:10]2[O:11][CH:12]=[C:13]([CH2:15][NH:16][C:17](=[O:25])[C:18]3[C:23]([CH3:24])=[CH:22][CH:21]=[CH:20][N:19]=3)[N:14]=2)[CH:5]=[CH:6][C:7]=1[O:8][CH3:9]. Reactants: O[Li].O (LiOH.H2O), Cl (HCl), CC1=C(N=C(O1)C1=CC=C(C=C1)N1CCOCC1)CCOC=1C=C2CC[C@H](C2=CC1)CC(=O)OCC (Ethyl [(1S)-5-(2-{5-methyl-2-[4-(4-morpholinyl)phenyl]-1,3-oxazol-4-yl}ethoxy)-2,3-dihydro-1H-inden-1-yl]acetate), O (Water). Solvent: CCO (EtOH), C1CCOC1 (THF). Run at time 8 hour. Yields the product CC1=C(N=C(O1)C1=CC=C(C=C1)N1CCOCC1)CCOC=1C=C2CC[C@H](C2=CC1)CC(=O)O ([(1S)-5-(2-{5-methyl-2-[4-(4-morpholinyl)phenyl]-1,3-oxazol-4-yl}ethoxy)-2,3-dihydro-1 H-inden-1-yl]acetic acid). The yield is 66.7%. Reaction SMILES: [CH3:1][C:2]1[O:6][C:5]([C:7]2[CH:12]=[CH:11][C:10]([N:13]3[CH2:18][CH2:17][O:16][CH2:15][CH2:14]3)=[CH:9][CH:8]=2)=[N:4][C:3]=1[CH2:19][CH2:20][O:21][C:22]1[CH:23]=[C:24]2[C:28](=[CH:29][CH:30]=1)[C@H:27]([CH2:31][C:32]([O:34]CC)=[O:33])[CH2:26][CH2:25]2.O[Li].O.O.Cl>CCO.C1COCC1>[CH3:1][C:2]1[O:6][C:5]([C:7]2[CH:8]=[CH:9][C:10]([N:13]3[CH2:14][CH2:15][O:16][CH2:17][CH2:18]3)=[CH:11][CH:12]=2)=[N:4][C:3]=1[CH2:19][CH2:20][O:21][C:22]1[CH:23]=[C:24]2[C:28](=[CH:29][CH:30]=1)[C@H:27]([CH2:31][C:32]([OH:34])=[O:33])[CH2:26][CH2:25]2 |f:1.2|. Procedure details: Ethyl [(1S)-5-(2-{5-methyl-2-[4-(4-morpholinyl)phenyl]-1,3-oxazol-4-yl}ethoxy)-2,3-dihydro-1H-inden-1-yl]acetate (0.058 g, 0.12 mmol) was dissolved in EtOH (1 mL), and LiOH.H2O (0.025 g, 0.6 mmol) was added. Water (1 mL) was added, followed by THF was added until the cloudy solution became clear. The resulting mixture was stirred overnight at rt. HCl (2 N) was added to adjust the pH to 2, and the mixture was extracted three times with ethyl acetate. The combined organic layers were dried, filter...